This data is from the Open Reaction Database (ORD), a public repository of structured organic reaction records. The task is: describe an organic reaction: reactants, conditions, products, and yield Starting materials: NC1=NC=2C(C=3N1N=C(N3)C=3OC=CC3)=CN(N2)CC (5-Amino-8-ethyl-2-(2-furyl)-pyrazolo[4,3-e] 1,2,4-triazolo[1,5-c]pyrimidine), [K+].[Br-] (KBr), NC1=NC=2C(C=3N1N=C(N3)C=3OC=CC3)=CN(N2)CC (5-Amino-8-ethyl-2-(2-furyl)-pyrazolo[4,3-e] 1,2,4-triazolo[1,5-c]pyrimidine), solid. Yields the product NC1=NC=2C(C=3N1N=C(N3)C=3OC=CC3)=CN(N2)C (5-Amino-8-methyl-2-(2-furyl)-pyrazolo[4,3-e] 1,2,4-triazolo[1,5-c]pyrimidine). As a reaction SMILES: [NH2:1][C:2]1[N:7]2[N:8]=[C:9]([C:11]3[O:12][CH:13]=[CH:14][CH:15]=3)[N:10]=[C:6]2[C:5]2=[CH:16][N:17]([CH2:19]C)[N:18]=[C:4]2[N:3]=1.[K+].[Br-]>>[NH2:1][C:2]1[N:7]2[N:8]=[C:9]([C:11]3[O:12][CH:13]=[CH:14][CH:15]=3)[N:10]=[C:6]2[C:5]2=[CH:16][N:17]([CH3:19])[N:18]=[C:4]2[N:3]=1 |f:1.2|. Reported procedure: 5-Amino-8-ethyl-2-(2-furyl)-pyrazolo[4,3-e] 1,2,4-triazolo[1,5-c]pyrimidine (Compound 35) yield 65%,-yellow solid m.p. 249-250° C. (EtOAc-light petroleum); IR (KBr): 3430-2950, 1680, 1655, 1620, 1550, 1450 cm−1; 1H NMR (DMSO-d6) δ 1.46 (t, 2H, J=7); 4.30 (d, 2H, J=7); 6.72 (m, 1H); 7.18 (m, 1H); 7.93 (bs, 2H); 7.93 (s, 1H); 8.62 (s, 1H).